This data is from the Open Reaction Database (ORD), a public repository of structured organic reaction records. The task is: describe an organic reaction: reactants, conditions, products, and yield The reactants are OC1=CC=C(C=C1)C1=CC=C(C=C1)OCCCCCCCC (4-hydroxy-4'-octyloxybiphenyl), [OH-].[Na+] (NaOH), ClC(F)F (chlorodifluoromethane). The solvent is O1CCOCC1 (dioxane), O (water), O (water). Run at temperature 70 celsius. The product is FC(OC1=CC=C(C=C1)C1=CC=C(C=C1)OCCCCCCCC)F (4-Difluoromethoxy-4'-octoxy-biphenyl). Reaction SMILES: [OH:1][C:2]1[CH:7]=[CH:6][C:5]([C:8]2[CH:13]=[CH:12][C:11]([O:14][CH2:15][CH2:16][CH2:17][CH2:18][CH2:19][CH2:20][CH2:21][CH3:22])=[CH:10][CH:9]=2)=[CH:4][CH:3]=1.[OH-].[Na+].Cl[CH:26]([F:28])[F:27]>O.O1CCOCC1>[F:27][CH:26]([F:28])[O:1][C:2]1[CH:3]=[CH:4][C:5]([C:8]2[CH:13]=[CH:12][C:11]([O:14][CH2:15][CH2:16][CH2:17][CH2:18][CH2:19][CH2:20][CH2:21][CH3:22])=[CH:10][CH:9]=2)=[CH:6][CH:7]=1 |f:1.2|. Reported procedure: A mixture of 20 g of 4-hydroxy-4'-octyloxybiphenyl, 13.6 g of NaOH, 100 ml of water and 150 ml of dioxane is heated to 70° C. with stirring. 10 g of chlorodifluoromethane are passed into the cooled two-phase mixture with vigorous stirring. The reaction mixture is poured into water, and the product is extracted with petroleum ether. The organic phase is dried over Na2SO4, evaporated, and the residue is filtered through a short silica gel column using petroleum ether as eluent. The product is recr... The solvent is CN(C)C=O (DMF). Reaction SMILES: [NH2:1][C:2]1[C:7]([C:8]#[N:9])=[C:6]([C:10]2[CH:11]=[N:12][C:13]([O:16][CH2:17][C@@H:18]3[CH2:22][O:21][C:20]([CH3:24])([CH3:23])[O:19]3)=[CH:14][CH:15]=2)[C:5]([C:25]#[N:26])=[C:4]([SH:27])[N:3]=1.Cl[CH2:29][C:30]1[N:31]=[C:32]([C:35]2[CH:40]=[CH:39][C:38]([Cl:41])=[CH:37][CH:36]=2)[O:33][CH:34]=1.C(=O)(O)[O-].[Na+]>CN(C=O)C>[NH2:1][C:2]1[C:7]([C:8]#[N:9])=[C:6]([C:10]2[CH:11]=[N:12][C:13]([O:16][CH2:17][C@@H:18]3[CH2:22][O:21][C:20]([CH3:24])([CH3:23])[O:19]3)=[CH:14][CH:15]=2)[C:5]([C:25]#[N:26])=[C:4]([S:27][CH2:29][C:30]2[N:31]=[C:32]([C:35]3[CH:40]=[CH:39][C:38]([Cl:41])=[CH:37][CH:36]=3)[O:33][CH:34]=2)[N:3]=1 |f:2.3|. Product: NC1=NC(=C(C(=C1C#N)C=1C=NC(=CC1)OC[C@H]1OC(OC1)(C)C)C#N)SCC=1N=C(OC1)C1=CC=C(C=C1)Cl (2′-Amino-6′-({[2-(4-chlorophenyl)-1,3-oxazol-4-yl]methyl}thio)-6-{[(4R)-2,2-dimethyl-1,3-dioxolan-4-yl]methoxy}-3,4′-bipyridine-3′,5′-dicarbonitrile). Procedure: 200 mg (0.32 mmol) of the crude product from example 31A, 90 mg (0.36 mmol) of 4-(chloromethyl)-2-(4-chlorophenyl)-1,3-oxazole and 82 mg (0.97 mmol) of sodium bicarbonate are added to 3.4 ml of dry DMF, and the mixture is stirred at RT for 20 h. The mixture is then purified directly by preparative HPLC (column: YMC GEL ODS-AQ S-5/15 μm; mobile phase gradient: acetonitrile/water 10:90→95:5). Conditions: time 20 hour. The reactants are NC1=NC(=C(C(=C1C#N)C=1C=NC(=CC1)OC[C@H]1OC(OC1)(C)C)C#N)S (2′-Amino-6-{[(4R)-2,2-dimethyl-1,3-dioxolan-4-yl]methoxy}-6′-mercapto-3,4′-bipyridine-3′,5′-dicarbonitrile), ClCC=1N=C(OC1)C1=CC=C(C=C1)Cl (4-(chloromethyl)-2-(4-chlorophenyl)-1,3-oxazole), C([O-])(O)=O.[Na+] (sodium bicarbonate). The reactants are CC(C)(C)OC(=O)N1CCN(S(=O)(=O)c2ccc(Br)cc2)CC1, O=C([O-])[O-], O=C(C=Cc1ccccc1)C=Cc1ccccc1, O=C(C=Cc1ccccc1)C=Cc1ccccc1, O=C(C=Cc1ccccc1)C=Cc1ccccc1, Cc1cc(-c2c(Cl)cccc2Cl)cc2nnc(N)nc12, [Cs+], [Cs+], [Pd], [Pd], CC1(C)c2cccc(P(c3ccccc3)c3ccccc3)c2Oc2c(P(c3ccccc3)c3ccccc3)cccc21. Product: Cc1cc(-c2c(Cl)cccc2Cl)cc2nnc(Nc3ccc(S(=O)(=O)N4CCN(C(=O)OC(C)(C)C)CC4)cc3)nc12. As a reaction SMILES: [C:21]([CH3:22])([CH3:23])([CH3:24])[O:25][C:26](=[O:27])[N:28]1[CH2:29][CH2:30][N:31]([S:34](=[O:35])(=[O:36])[c:37]2[cH:38][cH:39][c:40]([Br:43])[cH:41][cH:42]2)[CH2:32][CH2:33]1.[C:44](=[O:45])([O-:46])[O-:47].[CH:112](=[CH:113][C:114]([CH:115]=[CH:116][c:117]1[cH:118][cH:119][cH:120][cH:121][cH:122]1)=[O:123])[c:124]1[cH:125][cH:126][cH:127][cH:128][cH:129]1.[CH:130](=[CH:131][C:132]([CH:133]=[CH:134][c:135]1[cH:136][cH:137][cH:138][cH:139][cH:140]1)=[O:141])[c:142]1[cH:143][cH:144][cH:145][cH:146][cH:147]1.[CH:94](=[CH:95][C:96]([CH:97]=[CH:98][c:99]1[cH:100][cH:101][cH:102][cH:103][cH:104]1)=[O:105])[c:106]1[cH:107][cH:108][cH:109][cH:110][cH:111]1.[Cl:1][c:2]1[c:3](-[c:9]2[cH:10][c:11]3[c:12]([n:13][c:14]([NH2:17])[n:15][n:16]3)[c:18]([CH3:20])[cH:19]2)[c:4]([Cl:8])[cH:5][cH:6][cH:7]1.[Cs+:48].[Cs+:49].[Pd:92].[Pd:93].[c:50]1([P:51]([c:52]2[cH:53][cH:54][cH:55][cH:56][cH:57]2)[c:58]2[c:59]3[c:83]([cH:84][cH:85][cH:86]2)[C:80]([CH3:81])([CH3:82])[c:62]2[c:61]([c:66]([P:67]([c:68]4[cH:69][cH:70][cH:71][cH:72][cH:73]4)[c:74]4[cH:75][cH:76][cH:77][cH:78][cH:79]4)[cH:65][cH:64][cH:63]2)[O:60]3)[cH:87][cH:88][cH:89][cH:90][cH:91]1>>[Cl:1][c:2]1[c:3](-[c:9]2[cH:10][c:11]3[c:12]([n:13][c:14]([NH:17][c:40]4[cH:39][cH:38][c:37]([S:34]([N:31]5[CH2:30][CH2:29][N:28]([C:26]([O:25][C:21]([CH3:22])([CH3:23])[CH3:24])=[O:27])[CH2:33][CH2:32]5)(=[O:35])=[O:36])[cH:42][cH:41]4)[n:15][n:16]3)[c:18]([CH3:20])[cH:19]2)[c:4]([Cl:8])[cH:5][cH:6][cH:7]1. The reactants are [Br-], CCC[P+](c1ccccc1)(c1ccccc1)c1ccccc1, C1CCOC1, CC(C)(C)[O-], O=C1CCC(c2ccc(I)c(F)c2)CC1, [K+], O. The product is CCC=C1CCC(c2ccc(I)c(F)c2)CC1. RXN SMILES: [Br-:16].[CH2:17]([CH2:18][CH3:19])[P+:20]([c:21]1[cH:22][cH:23][cH:24][cH:25][cH:26]1)([c:27]1[cH:28][cH:29][cH:30][cH:31][cH:32]1)[c:33]1[cH:34][cH:35][cH:36][cH:37][cH:38]1.[CH2:46]1[O:47][CH2:48][CH2:49][CH2:50]1.[CH3:39][C:40]([CH3:41])([O-:42])[CH3:43].[F:1][c:2]1[cH:3][c:4]([CH:9]2[CH2:10][CH2:11][C:12](=[O:15])[CH2:13][CH2:14]2)[cH:5][cH:6][c:7]1[I:8].[K+:44].[OH2:45]>>[F:1][c:2]1[cH:3][c:4]([CH:9]2[CH2:10][CH2:11][C:12](=[CH:17][CH2:18][CH3:19])[CH2:13][CH2:14]2)[cH:5][cH:6][c:7]1[I:8]. Reactants: CC(C)(C)c1nnc2ccc(C#Cc3ccc(F)cc3F)nn12, [Na+], [OH-], O, O=S(=O)(O)O. Product: CC(C)(C)c1nnc2ccc(CC(=O)c3ccc(F)cc3F)nn12. Reaction SMILES: [C:1]([CH3:2])([CH3:3])([CH3:4])[c:5]1[n:6][n:7][c:8]2[n:9]1[n:10][c:11]([C:14]#[C:15][c:16]1[c:17]([F:23])[cH:18][c:19]([F:22])[cH:20][cH:21]1)[cH:12][cH:13]2.[Na+:30].[OH-:29].[OH2:31].[S:24]([OH:25])(=[O:26])(=[O:27])[OH:28]>>[C:1]([CH3:2])([CH3:3])([CH3:4])[c:5]1[n:6][n:7][c:8]2[n:9]1[n:10][c:11]([CH2:14][C:15]([c:16]1[c:17]([F:23])[cH:18][c:19]([F:22])[cH:20][cH:21]1)=[O:25])[cH:12][cH:13]2. Starting materials: OC1CN(CC1)C1=CC=C(C=C1)S(=O)(=O)N (4-(3-hydroxypyrrolidin-1-yl)benzene sulfonamide), FC1=C(C=C(C=C1)F)C1N(CCCC1)C=1C=CC=2N(C1)C(=CN2)C(=O)O (6-(2-(2,5-difluorophenyl)piperidin-1-yl)imidazo[1,2-a]pyridine-3-carboxylic acid). Product: title compound, FC1=C(C=C(C=C1)F)C1N(CCCC1)C=1C=CC=2N(C1)C(=CN2)C(=O)NS(=O)(=O)C2=CC=C(C=C2)N2C[C@H](CC2)O (6-(2-(2,5-difluorophenyl)piperidin-1-yl)-N-((4-((S)-3-hydroxypyrrolidin-1-yl)phenyl)sulfonyl)imidazo[1,2-a]pyridine-3-carboxamide). RXN SMILES: [OH:1][CH:2]1[CH2:6][CH2:5][N:4]([C:7]2[CH:12]=[CH:11][C:10]([S:13]([NH2:16])(=[O:15])=[O:14])=[CH:9][CH:8]=2)[CH2:3]1.[F:17][C:18]1[CH:23]=[CH:22][C:21]([F:24])=[CH:20][C:19]=1[CH:25]1[CH2:30][CH2:29][CH2:28][CH2:27][N:26]1[C:31]1[CH:32]=[CH:33][C:34]2[N:35]([C:37]([C:40](O)=[O:41])=[CH:38][N:39]=2)[CH:36]=1>>[F:17][C:18]1[CH:23]=[CH:22][C:21]([F:24])=[CH:20][C:19]=1[CH:25]1[CH2:30][CH2:29][CH2:28][CH2:27][N:26]1[C:31]1[CH:32]=[CH:33][C:34]2[N:35]([C:37]([C:40]([NH:16][S:13]([C:10]3[CH:9]=[CH:8][C:7]([N:4]4[CH2:5][CH2:6][C@H:2]([OH:1])[CH2:3]4)=[CH:12][CH:11]=3)(=[O:15])=[O:14])=[O:41])=[CH:38][N:39]=2)[CH:36]=1. Procedure: The title compound was prepared by the method similar to that of Example 31 employing 4-(3-hydroxypyrrolidin-1-yl)benzene sulfonamide (Int-51) and 6-(2-(2,5-difluorophenyl)piperidin-1-yl)imidazo[1,2-a]pyridine-3-carboxylic acid (Int 23) to afford an enantiomeric mixture which was purified by column chromatography using CHIRALPAK AD-H column and n-HEXANE:ETHANOL, 80:20 isocratic solution as eluent to afford 6-(2-(2,5-difluorophenyl)piperidin-1-yl)-N-((4-((S)-3-hydroxypyrrolidin-1-yl)phenyl)sulfon...